Dataset: the Open Reaction Database (ORD), a public repository of structured organic reaction records. Task: describe an organic reaction: reactants, conditions, products, and yield Reactants: BrCc1ccccc1, CN(C)C=O, [H-], [Na+], O, CCOC(=O)CCc1cn(Cc2ccc(OCc3nc(-c4ccco4)oc3C)cc2)nc1O. Product: CCOC(=O)CCc1cn(Cc2ccc(OCc3nc(-c4ccco4)oc3C)cc2)nc1OCc1ccccc1. RXN SMILES: [Br:36][CH2:37][c:38]1[cH:39][cH:40][cH:41][cH:42][cH:43]1.[CH3:45][N:46]([CH3:47])[CH:48]=[O:49].[H-:34].[Na+:35].[OH2:44].[o:1]1[c:2](-[c:6]2[o:7][c:8]([CH3:33])[c:9]([CH2:11][O:12][c:13]3[cH:14][cH:15][c:16]([CH2:17][n:18]4[n:19][c:20]([OH:30])[c:21]([CH2:23][CH2:24][C:25](=[O:26])[O:27][CH2:28][CH3:29])[cH:22]4)[cH:31][cH:32]3)[n:10]2)[cH:3][cH:4][cH:5]1>>[o:1]1[c:2](-[c:6]2[o:7][c:8]([CH3:33])[c:9]([CH2:11][O:12][c:13]3[cH:14][cH:15][c:16]([CH2:17][n:18]4[n:19][c:20]([O:30][CH2:37][c:38]5[cH:39][cH:40][cH:41][cH:42][cH:43]5)[c:21]([CH2:23][CH2:24][C:25](=[O:26])[O:27][CH2:28][CH3:29])[cH:22]4)[cH:31][cH:32]3)[n:10]2)[cH:3][cH:4][cH:5]1. The reactants are C1CCOC1, CSc1cc2ncnc(Oc3ccc(N)cc3F)c2s1, O=C(Cc1ccccc1)N=C=S. Yields the product CSc1cc2ncnc(Oc3ccc(NC(=S)NC(=O)Cc4ccccc4)cc3F)c2s1. RXN SMILES: [CH2:33]1[O:34][CH2:35][CH2:36][CH2:37]1.[F:1][c:2]1[cH:3][c:4]([NH2:20])[cH:5][cH:6][c:7]1[O:8][c:9]1[c:10]2[c:11]([n:12][cH:13][n:14]1)[cH:15][c:16]([S:18][CH3:19])[s:17]2.[c:21]1([CH2:27][C:28](=[O:29])[N:30]=[C:31]=[S:32])[cH:22][cH:23][cH:24][cH:25][cH:26]1>>[F:1][c:2]1[cH:3][c:4]([NH:20][C:31]([NH:30][C:28]([CH2:27][c:21]2[cH:22][cH:23][cH:24][cH:25][cH:26]2)=[O:29])=[S:32])[cH:5][cH:6][c:7]1[O:8][c:9]1[c:10]2[c:11]([n:12][cH:13][n:14]1)[cH:15][c:16]([S:18][CH3:19])[s:17]2. Starting materials: N(=NC(=O)OCC)C(=O)OCC (Diethyl azodicarboxylate), C(C)(C)(C)OC(=O)N(C1=NC(=C2N=CN(C2=N1)O)OC)C(=O)OC(C)(C)C (2-[bis-(t-butoxycarbonyl)-amino]-9-hydroxy-6-methoxypurine), C1(=CC=CC=C1)P(C1=CC=CC=C1)C1=CC=CC=C1 (triphenylphosphine), [Si](C)(C)(C(C)(C)C)OCC(CCP(OCC)(OCC)=O)O (diethyl 4-(t-butyldimethylsilyloxy)-3-hydroxybutylphosphonate). Run in O1CCCC1 (tetrahydrofuran). Reaction conditions: time 1 hour. The product is C(C)(C)(C)OC(=O)N(C1=NC(=C2N=CN(C2=N1)OC(CCP(=O)(OCC)OCC)CO[Si](C)(C)C(C)(C)C)OC)C(=O)OC(C)(C)C (2-[bis-(t-butoxycarbonyl)amino]-9-[1-(t-butyldimethylsilyloxymethyl)-3-(diethoxyphosphoryl)propoxy]-6-methoxypurine). The yield is 93.2%. Reaction SMILES: N(C(OCC)=O)=NC(OCC)=O.[C:13]([O:17][C:18]([N:20]([C:33]([O:35][C:36]([CH3:39])([CH3:38])[CH3:37])=[O:34])[C:21]1[N:29]=[C:28]2[C:24]([N:25]=[CH:26][N:27]2[OH:30])=[C:23]([O:31][CH3:32])[N:22]=1)=[O:19])([CH3:16])([CH3:15])[CH3:14].C1(P(C2C=CC=CC=2)C2C=CC=CC=2)C=CC=CC=1.[Si:59]([O:66][CH2:67][CH:68](O)[CH2:69][CH2:70][P:71](=[O:78])([O:75][CH2:76][CH3:77])[O:72][CH2:73][CH3:74])([C:62]([CH3:65])([CH3:64])[CH3:63])([CH3:61])[CH3:60]>O1CCCC1>[C:36]([O:35][C:33]([N:20]([C:18]([O:17][C:13]([CH3:16])([CH3:15])[CH3:14])=[O:19])[C:21]1[N:29]=[C:28]2[C:24]([N:25]=[CH:26][N:27]2[O:30][CH:68]([CH2:67][O:66][Si:59]([C:62]([CH3:64])([CH3:63])[CH3:65])([CH3:60])[CH3:61])[CH2:69][CH2:70][P:71]([O:72][CH2:73][CH3:74])([O:75][CH2:76][CH3:77])=[O:78])=[C:23]([O:31][CH3:32])[N:22]=1)=[O:34])([CH3:39])([CH3:38])[CH3:37]. Reported procedure: Diethyl azodicarboxylate (0.43 ml, 2.75 mmol) was added to a cooled mixture of 2-[bis-(t-butoxycarbonyl)-amino]-9-hydroxy-6-methoxypurine (0.71 g, 1.83 mmol), triphenylphosphine (0.72 g, 2.75 mmol) and diethyl 4-(t-butyldimethylsilyloxy)-3-hydroxybutylphosphonate (0.623 g, 1.83 mmol) in dry tetrahydrofuran (20 ml). The reaction mixture was stirred at ambient temperature for 1 hour, and then evaporated to dryness. The residue was dissolved in diethyl ether, the solution filtered, and the filtrate... Reactants: ClC1=NC(=CC(=N1)C(=O)OC)N1C[C@H]([C@H](CC1)NC(=O)C=1NC(=C(C1)Cl)C)OC (Cis(±)methyl 2-chloro-6-(4-{[(4-chloro-5-methyl-1H-pyrrol-2-yl)carbonyl]amino}-3-methoxypiperidin-1-yl)pyrimidine-4-carboxylate), CO (MeOH), Cl (HCl). Run in C[O-].[Na+] (sodium methoxide). Run at temperature 85 celsius. Yields the product ClC=1C=C(NC1C)C(=O)N[C@@H]1[C@@H](CN(CC1)C1=CC(=NC(=N1)OC)C(=O)O)OC (Cis(±)6-(4-{[(4-chloro-5-methyl-1H-pyrrol-2-yl)carbonyl]amino}-3-methoxypiperidin-1-yl)-2-methoxypyrimidine-4-carboxylic acid). Reaction SMILES: Cl[C:2]1[N:7]=[C:6]([C:8]([O:10]C)=[O:9])[CH:5]=[C:4]([N:12]2[CH2:17][CH2:16][C@H:15]([NH:18][C:19]([C:21]3[NH:22][C:23]([CH3:27])=[C:24]([Cl:26])[CH:25]=3)=[O:20])[C@H:14]([O:28][CH3:29])[CH2:13]2)[N:3]=1.[CH3:30][OH:31].Cl>C[O-].[Na+]>[Cl:26][C:24]1[CH:25]=[C:21]([C:19]([NH:18][C@H:15]2[CH2:16][CH2:17][N:12]([C:4]3[N:3]=[C:2]([O:31][CH3:30])[N:7]=[C:6]([C:8]([OH:10])=[O:9])[CH:5]=3)[CH2:13][C@H:14]2[O:28][CH3:29])=[O:20])[NH:22][C:23]=1[CH3:27] |f:3.4|. Procedure: Cis(±)methyl 2-chloro-6-(4-{[(4-chloro-5-methyl-1H-pyrrol-2-yl)carbonyl]amino}-3-methoxypiperidin-1-yl)pyrimidine-4-carboxylate (Example 23; 0.12 g, 0.27 mmol) was dissolved in 0.5 M sodium methoxide in MeOH (5.4 ml, 2.7 mmol) and heated in the microwave for 1.5 h at 85° C. The reaction mixture was acidified with 1N HCl and the product was extracted with EtOAc, dried with MgSO4 and concentrated to a solid which was purified by reverse phase chromatography (gradient elution from 20-50% CH3CN in w... Run at time 3 hour. The solvent is O1CCCC1 (tetrahydrofuran), C(C)(=O)OCC (ethyl acetate). Reactants: C(C)(C)(C)OC(=O)N1C(CN(CC1)S(=O)(=O)C1=CC2=CC=C(C=C2C=C1)Cl)C(=O)OCC (1-tert-butoxycarbonyl-4-[(6-chloronaphthalen-2-yl)sulfonyl]-2-ethoxycarbonylpiperazine), Cl (hydrochloric acid), C(C)O (ethanol), [OH-].[Na+] (sodium hydroxide). The product is C(C)(C)(C)OC(=O)N1C(CN(CC1)S(=O)(=O)C1=CC2=CC=C(C=C2C=C1)Cl)C(=O)O (1-tert-Butoxycarbonyl-4-[(6-chloronaphthalen-2-yl)sulfonyl]piperazine-2-carboxylic acid). As a reaction SMILES: [C:1]([O:5][C:6]([N:8]1[CH2:13][CH2:12][N:11]([S:14]([C:17]2[CH:26]=[CH:25][C:24]3[C:19](=[CH:20][CH:21]=[C:22]([Cl:27])[CH:23]=3)[CH:18]=2)(=[O:16])=[O:15])[CH2:10][CH:9]1[C:28]([O:30]CC)=[O:29])=[O:7])([CH3:4])([CH3:3])[CH3:2].C(O)C.[OH-].[Na+].Cl>O1CCCC1.C(OCC)(=O)C>[C:1]([O:5][C:6]([N:8]1[CH2:13][CH2:12][N:11]([S:14]([C:17]2[CH:26]=[CH:25][C:24]3[C:19](=[CH:20][CH:21]=[C:22]([Cl:27])[CH:23]=3)[CH:18]=2)(=[O:15])=[O:16])[CH2:10][CH:9]1[C:28]([OH:30])=[O:29])=[O:7])([CH3:4])([CH3:2])[CH3:3] |f:2.3|. Reported procedure: In tetrahydrofuran (40 ml), 1-tert-butoxycarbonyl-4-[(6-chloronaphthalen-2-yl)sulfonyl]-2-ethoxycarbonylpiperazine (23.0 g) was dissolved, followed by the addition of ethanol (40 ml) and a 3N aqueous sodium hydroxide solution (30 ml). The resulting mixture was stirred at room temperature for 3 hours. To the reaction mixture, 1N hydrochloric acid was added to make it acidic and then ethyl acetate was added to separate the organic layer. The organic layer was dried over anhydrous sodium sulfate. T... Starting materials: ClCC1=CC=C(C(=O)NC=2C3=C(N(N2)C(=O)OC(C)(C)C)SC(=C3)C(=O)NN(C3=CC=CC=C3)C)C=C1 (tert-butyl 3-(4-chloromethylbenzoylamino)-5-(N′-methyl-N′-phenylhydrazinocarbonyl)thieno[2,3-c]pyrazole-1-carboxylate), ClCC1=CC=C(C(=O)NC=2C3=C(N(N2)C(=O)OC(C)(C)C)SC(=C3)C(=O)NN(C)C3=CC=C(C=C3)Cl)C=C1 (tert-butyl 3-(4-chloromethylbenzoylamino)-5-(N′-(4-chlorophenyl)-N′-methylhydrazinocarbonyl)thieno[2,3-c]pyrazole-1-carboxylate), CN1CCNCCC1 (N-methyl-homopiperazine). Reagents/catalysts: [I-].C(CCC)[N+](CCCC)(CCCC)CCCC (tetrabutylammonium iodide). Solvent: CN(C=O)C (dimethylformamide). Reaction conditions: temperature 25 celsius, time 16 hour. Yields the product CN1CCN(CCC1)CC1=CC=C(C(=O)NC=2C3=C(NN2)SC(=C3)C(=O)NN(C3=CC=CC=C3)C)C=C1 (4-(4-methylperhydro-1,4-diazepin-1-ylmethyl)-N-[5-(N′-methyl-N′-phenylhydrazinocarbonyl)-1H-thieno[2,3-c]pyrazol-3-yl]benzamide). Reaction SMILES: [CH3:1][N:2]1[CH2:8][CH2:7][CH2:6][NH:5][CH2:4][CH2:3]1.Cl[CH2:10][C:11]1[CH:45]=[CH:44][C:14]([C:15]([NH:17][C:18]2[C:19]3[CH:32]=[C:31]([C:33]([NH:35][N:36]([CH3:43])[C:37]4[CH:42]=[CH:41][CH:40]=[CH:39][CH:38]=4)=[O:34])[S:30][C:20]=3[N:21](C(OC(C)(C)C)=O)[N:22]=2)=[O:16])=[CH:13][CH:12]=1.ClCC1C=CC(C(NC2C3C=C(C(NN(C4C=CC(Cl)=CC=4)C)=O)SC=3N(C(OC(C)(C)C)=O)N=2)=O)=CC=1>[I-].C([N+](CCCC)(CCCC)CCCC)CCC.CN(C)C=O>[CH3:1][N:2]1[CH2:8][CH2:7][CH2:6][N:5]([CH2:10][C:11]2[CH:12]=[CH:13][C:14]([C:15]([NH:17][C:18]3[C:19]4[CH:32]=[C:31]([C:33]([NH:35][N:36]([CH3:43])[C:37]5[CH:38]=[CH:39][CH:40]=[CH:41][CH:42]=5)=[O:34])[S:30][C:20]=4[NH:21][N:22]=3)=[O:16])=[CH:44][CH:45]=2)[CH2:4][CH2:3]1 |f:3.4|. Procedure: 27 mg (74 μmol) of tetrabutylammonium iodide, followed by 138 μL (1.11 mmol) of N-methyl-homopiperazine, are added to a solution of 200 mg (0.37 mmol) of an approximately 70:30 mixture of tert-butyl 3-(4-chloromethylbenzoylamino)-5-(N′-methyl-N′-phenylhydrazinocarbonyl)thieno[2,3-c]pyrazole-1-carboxylate and tert-butyl 3-(4-chloromethylbenzoylamino)-5-(N′-(4-chlorophenyl)-N′-methylhydrazinocarbonyl)thieno[2,3-c]pyrazole-1-carboxylate in 6 mL of dimethylformamide under argon. The reaction mixture... Starting materials: [OH-].[Na+] (sodium hydroxide), BrC1=CC(=C2C=NN(C2=C1)S(=O)(=O)C1=CC=CC=C1)C=1OC(=NN1)CN1CC(OCC1)CC (6-Bromo-4-{5-[(2-ethyl-4-morpholinyl)methyl}-1,3,4-oxadiazol-2-yl]-1-(phenylsulfonyl)-1H-indazole), COC1=NC=C(C=C1NS(=O)(=O)C)B1OC(C(O1)(C)C)(C)C (N-[2-(methyloxy)-5-(4,4,5,5-tetramethyl-1,3,2-dioxaborolan-2-yl)-3-pyridinyl]methanesulfonamide), [O-]P(=O)([O-])[O-].[K+].[K+].[K+] (potassium phosphate tribasic). Reagents/catalysts: [Pd](Cl)Cl.C1(=CC=CC=C1)P([C-]1C=CC=C1)C1=CC=CC=C1.[C-]1(C=CC=C1)P(C1=CC=CC=C1)C1=CC=CC=C1.[Fe+2] (1,1′-bis(diphenylphosphino)ferrocene palladium dichloride). Run in O1CCOCC1 (1,4-dioxane), O (water). Run at temperature 100 celsius. Product: C(C)C1CN(CCO1)CC1=NN=C(O1)C1=C2C=NNC2=CC(=C1)C=1C=C(C(=NC1)OC)NS(=O)(=O)C (N-[5-(4-{5-[(2-Ethyl-4-morpholinyl)methyl]-1,3,4-oxadiazol-2-yl}-1H-indazol-6-yl)-2-(methyloxy)-3-pyridinyl]methanesulfonamide). Isolated yield 7.3%. RXN SMILES: Br[C:2]1[CH:10]=[C:9]2[C:5]([CH:6]=[N:7][N:8]2S(C2C=CC=CC=2)(=O)=O)=[C:4]([C:20]2[O:21][C:22]([CH2:25][N:26]3[CH2:31][CH2:30][O:29][CH:28]([CH2:32][CH3:33])[CH2:27]3)=[N:23][N:24]=2)[CH:3]=1.[CH3:34][O:35][C:36]1[C:41]([NH:42][S:43]([CH3:46])(=[O:45])=[O:44])=[CH:40][C:39](B2OC(C)(C)C(C)(C)O2)=[CH:38][N:37]=1.[O-]P([O-])([O-])=O.[K+].[K+].[K+].[OH-].[Na+]>O1CCOCC1.O.[Pd](Cl)Cl.C1(P(C2C=CC=CC=2)[C-]2C=CC=C2)C=CC=CC=1.[C-]1(P(C2C=CC=CC=2)C2C=CC=CC=2)C=CC=C1.[Fe+2]>[CH2:32]([CH:28]1[O:29][CH2:30][CH2:31][N:26]([CH2:25][C:22]2[O:21][C:20]([C:4]3[CH:3]=[C:2]([C:39]4[CH:40]=[C:41]([NH:42][S:43]([CH3:46])(=[O:44])=[O:45])[C:36]([O:35][CH3:34])=[N:37][CH:38]=4)[CH:10]=[C:9]4[C:5]=3[CH:6]=[N:7][NH:8]4)=[N:24][N:23]=2)[CH2:27]1)[CH3:33] |f:2.3.4.5,6.7,10.11.12.13|. Procedure: 6-Bromo-4-{5-[(2-ethyl-4-morpholinyl)methyl}-1,3,4-oxadiazol-2-yl]-1-(phenylsulfonyl)-1H-indazole (170 mg, 0.319 mmol), N-[2-(methyloxy)-5-(4,4,5,5-tetramethyl-1,3,2-dioxaborolan-2-yl)-3-pyridinyl]methanesulfonamide (115 mg, 0.351 mmol), 1,1′-bis(diphenylphosphino)ferrocene palladium dichloride (46.7 mg, 0.064 mmol) and potassium phosphate tribasic (203 mg, 0.958 mmol) were added to a microwave vial and dissolved in 1,4-dioxane (5 ml) and water (0.5 ml). The mixture was heated under microwave ir...